This data is from the Open Reaction Database (ORD), a public repository of structured organic reaction records. The task is: describe an organic reaction: reactants, conditions, products, and yield The reactants are CS(=O)(=O)Cl, Cc1cc(C(O)(C(F)(F)F)C(F)(F)F)c2ccccc2c1N, c1ccncc1. Yields the product Cc1cc(C(O)(C(F)(F)F)C(F)(F)F)c2ccccc2c1NS(C)(=O)=O. RXN SMILES: [CH3:23][S:24]([Cl:25])(=[O:26])=[O:27].[F:1][C:2]([C:3]([C:4]([F:5])([F:6])[F:7])([OH:8])[c:9]1[cH:10][c:11]([CH3:20])[c:12]([NH2:19])[c:13]2[cH:14][cH:15][cH:16][cH:17][c:18]12)([F:21])[F:22].[cH:28]1[cH:29][cH:30][n:31][cH:32][cH:33]1>>[F:1][C:2]([C:3]([C:4]([F:5])([F:6])[F:7])([OH:8])[c:9]1[cH:10][c:11]([CH3:20])[c:12]([NH:19][S:24]([CH3:23])(=[O:26])=[O:27])[c:13]2[cH:14][cH:15][cH:16][cH:17][c:18]12)([F:21])[F:22]. Reactants: CC1C(=C(C2=C(C(=C(C(=C12)C)C)C)C)[Si](C)(C)C)C (1,2,4,5,6,7-hexamethylindenyltrimethylsilane), resultant solution, [Ti](Cl)(Cl)(Cl)Cl (Titanium tetrachloride). The solvent is C1(=CC=CC=C1)C (toluene), C1(=CC=CC=C1)C (toluene), C1(=CC=CC=C1)C (toluene), C1(=CC=CC=C1)C (toluene). Product: [Cl-].[Cl-].[Cl-].CC1C(=C(C2=C(C(=C(C(=C12)C)C)C)C)[Ti+3])C (1,2,4,5,6,7-hexamethylindenyltitanium trichloride). Reaction SMILES: [Ti:1](Cl)(Cl)(Cl)[Cl:2].[CH3:6][CH:7]1[C:15]2[C:10](=[C:11]([CH3:19])[C:12]([CH3:18])=[C:13]([CH3:17])[C:14]=2[CH3:16])[C:9]([Si](C)(C)C)=[C:8]1[CH3:24]>C1(C)C=CC=CC=1>[Cl-:2].[Cl-:2].[Cl-:2].[CH3:6][CH:7]1[C:15]2[C:10](=[C:11]([CH3:19])[C:12]([CH3:18])=[C:13]([CH3:17])[C:14]=2[CH3:16])[C:9]([Ti+3:1])=[C:8]1[CH3:24] |f:3.4.5.6|. Procedure details: Titanium tetrachloride in an amount of 15.2 g (80 mmol, 8.8 mL) was dissolved in 100 mL of dehydrated toluene, and to the resultant solution was added dropwise, at room temperature, a solution of 18.02 g of 1,2,4,5,6,7-hexamethylindenyltrimethylsilane in 150 mL of toluene over a period of 3 hours. After one hour of heating refluxing of the mixed solution thus obtained, there was produced a toluene-soluble portion at 80° C., which then was extracted twice with 100 mL each of toluene. By filtering... Reactants: CC(C)(C)N=C([O-])C(Cl)(Cl)Cl, CC(C)CCOc1ccc(CC(=O)O)cc1, C1CCOC1. Yields the product CC(C)CCOc1ccc(CC(=O)OC(C)(C)C)cc1. RXN SMILES: [C:17]([CH3:18])([CH3:19])([CH3:20])[N:21]=[C:22]([O-:23])[C:24]([Cl:25])([Cl:26])[Cl:27].[CH2:1]([CH2:2][CH:3]([CH3:4])[CH3:5])[O:6][c:7]1[cH:8][cH:9][c:10]([CH2:13][C:14](=[O:15])[OH:16])[cH:11][cH:12]1.[CH2:28]1[O:29][CH2:30][CH2:31][CH2:32]1>>[CH2:1]([CH2:2][CH:3]([CH3:4])[CH3:5])[O:6][c:7]1[cH:8][cH:9][c:10]([CH2:13][C:14](=[O:15])[O:16][C:17]([CH3:18])([CH3:19])[CH3:20])[cH:11][cH:12]1. The reactants are OC1=C(CN(C2=CC=CC=C12)C1=CC=CC=C1)C(=O)NC1=NC=C(C=C1)C (1,2-dihydro-4-hydroxy-N-(5-methyl-2-pyridyl)-1-phenyl-3-quinolinecarboxamide). The reagents and catalysts are [O-2].[O-2].[Mn+4] (manganese dioxide). Solvent: C(Cl)(Cl)Cl (chloroform). Reaction conditions: time 2 hour. The product is CC=1C=CC(=NC1)NC(=O)C1=CN(C2=CC=CC=C2C1=O)C1=CC=CC=C1 (1,4-dihydro-N-(5-methyl-2-pyridyl)-4-oxo-1-phenyl-3-quinolinecarboxamide). The yield is 89.6%. As a reaction SMILES: [OH:1][C:2]1[C:11]2[C:6](=[CH:7][CH:8]=[CH:9][CH:10]=2)[N:5]([C:12]2[CH:17]=[CH:16][CH:15]=[CH:14][CH:13]=2)[CH2:4][C:3]=1[C:18]([NH:20][C:21]1[CH:26]=[CH:25][C:24]([CH3:27])=[CH:23][N:22]=1)=[O:19]>C(Cl)(Cl)Cl.[O-2].[O-2].[Mn+4]>[CH3:27][C:24]1[CH:25]=[CH:26][C:21]([NH:20][C:18]([C:3]2[C:2](=[O:1])[C:11]3[C:6](=[CH:7][CH:8]=[CH:9][CH:10]=3)[N:5]([C:12]3[CH:17]=[CH:16][CH:15]=[CH:14][CH:13]=3)[CH:4]=2)=[O:19])=[N:22][CH:23]=1 |f:2.3.4|. Procedure details: A solution of 12.30 g of 1,2-dihydro-4-hydroxy-N-(5-methyl-2-pyridyl)-1-phenyl-3-quinolinecarboxamide in 250 ml of chloroform was treated with 50.0 g of activated manganese dioxide and stirred at room temperature for two hours. The slurry was filtered and evaporated. Recrystallization of the residue from chloroform yielded 10.96 g (91%) of 1,4-dihydro-N-(5-methyl-2-pyridyl)-4-oxo-1-phenyl-3-quinolinecarboxamide, m.p. 248°-250° C.